The task is: describe an organic reaction: reactants, conditions, products, and yield. This data is from the Open Reaction Database (ORD), a public repository of structured organic reaction records. The reactants are C(C)(C)(C)OC(=O)NC(C(=O)OC(C)(C)C)C=CCOCC1=CC=CC=C1 (2-(N-t-butyloxycarbonylamino)-5-(O-benzyloxy)-3-pentenoic acid, t-butyl ester). The reagents and catalysts are [Pd] (palladium/carbon). Run in C(C)O (ethanol). Product: C(C)(C)(C)OC(=O)NC(C(=O)OC(C)(C)C)C=CCO (2-(N-t-butyloxycarbonylamino)-5-hydroxy-3-pentenoic acid, t-butyl ester). Reaction SMILES: [C:1]([O:5][C:6]([NH:8][CH:9]([CH:17]=[CH:18][CH2:19][O:20]CC1C=CC=CC=1)[C:10]([O:12][C:13]([CH3:16])([CH3:15])[CH3:14])=[O:11])=[O:7])([CH3:4])([CH3:3])[CH3:2]>C(O)C.[Pd]>[C:1]([O:5][C:6]([NH:8][CH:9]([CH:17]=[CH:18][CH2:19][OH:20])[C:10]([O:12][C:13]([CH3:15])([CH3:14])[CH3:16])=[O:11])=[O:7])([CH3:4])([CH3:3])[CH3:2]. Procedure details: Mix 2-(N-t-butyloxycarbonylamino)-5-(O-benzyloxy)-3-pentenoic acid, t-butyl ester (2.0 g, 5.3 mmol) and 10% palladium/carbon (0.5 g) in 95% ethanol (40 mL). Hydrogenate at room temperature at atmospheric pressure. Filter and evaporate the filtrate in vacuo to give 2-(N-t-butyloxycarbonylamino)-5-hydroxy-3-pentenoic acid, t-butyl ester. Starting materials: C=Cc1ccccc1Br, [Li]CCCC, CCCCCC, O=CN1CCCCC1, C1CCOC1. Yields the product C=Cc1ccccc1C=O. Reaction SMILES: [Br:1][c:2]1[c:3]([CH:4]=[CH2:5])[cH:6][cH:7][cH:8][cH:9]1.[CH2:10]([Li:11])[CH2:12][CH2:13][CH3:14].[CH3:28][CH2:29][CH2:30][CH2:31][CH2:32][CH3:33].[CH:15](=[O:16])[N:17]1[CH2:18][CH2:19][CH2:20][CH2:21][CH2:22]1.[O:23]1[CH2:24][CH2:25][CH2:26][CH2:27]1>>[c:2]1([CH:15]=[O:16])[c:3]([CH:4]=[CH2:5])[cH:6][cH:7][cH:8][cH:9]1. The reactants are BrC=1C=CC(=NC1)C#N (5-Bromo-pyridine-2-carbonitrile), N1(CCNCC1)C(=O)OC(C)(C)C (tert-butyl 1-piperazine-carboxylate), CC(C)([O-])C.[Na+] (sodium tert-butoxide). The reagents and catalysts are C1=CC=C(C=C1)P([C-]2C=CC=C2)C3=CC=CC=C3.C1=CC=C(C=C1)P([C-]2C=CC=C2)C3=CC=CC=C3.Cl[Pd]Cl.[Fe+2] (Pd(dppf)Cl2), C1=CC=C(C=C1)P([C-]2C=CC=C2)C3=CC=CC=C3.C1=CC=C(C=C1)P([C-]2C=CC=C2)C3=CC=CC=C3.[Fe+2] (dppf). Run in C1(=CC=CC=C1)C (toluene). Reaction conditions: temperature 120 celsius. Product: C(#N)C1=CC=C(C=N1)N1CCN(CC1)C(=O)OC(C)(C)C (tert-butyl 4-(6-cyano-pyridin-3-yl)-piperazine-1-carboxylate). RXN SMILES: Br[C:2]1[CH:3]=[CH:4][C:5]([C:8]#[N:9])=[N:6][CH:7]=1.[N:10]1([C:16]([O:18][C:19]([CH3:22])([CH3:21])[CH3:20])=[O:17])[CH2:15][CH2:14][NH:13][CH2:12][CH2:11]1.CC(C)([O-])C.[Na+]>C1(C)C=CC=CC=1.C1C=CC(P(C2C=CC=CC=2)[C-]2C=CC=C2)=CC=1.C1C=CC(P(C2C=CC=CC=2)[C-]2C=CC=C2)=CC=1.Cl[Pd]Cl.[Fe+2].C1C=CC(P(C2C=CC=CC=2)[C-]2C=CC=C2)=CC=1.C1C=CC(P(C2C=CC=CC=2)[C-]2C=CC=C2)=CC=1.[Fe+2]>[C:8]([C:5]1[N:6]=[CH:7][C:2]([N:13]2[CH2:12][CH2:11][N:10]([C:16]([O:18][C:19]([CH3:22])([CH3:21])[CH3:20])=[O:17])[CH2:15][CH2:14]2)=[CH:3][CH:4]=1)#[N:9] |f:2.3,5.6.7.8,9.10.11|. Procedure details: 5-Bromo-pyridine-2-carbonitrile (8 mmol), tert-butyl 1-piperazine-carboxylate (9.6 mmol), Pd(dppf)Cl2 (0.24 mmol), dppf (0.36 mmol) and sodium tert-butoxide (11.9 mmol) are mixed in toluene (12 mL) and purged with N2. The mixture is heated in a microwave reactor at 120° C. for 15 minutes, poured into saturated Na2CO3 solution and extracted with EtOAc. The combined extracts are washed with saturated aqueous NaCl and dried over Na2SO4. After concentration, the residue is purified by silica gel chr... Yield: 75.0%. Yields the product Cl.Cl.C1(=CC=CC=C1)C=1C(=C2C(=NC1)NN=C2)N2CCNCC2 (5-phenyl-4-(piperazin-1-yl)-1H-pyrazolo[3,4-b]pyridine dihydrochloride). Run at time 1 hour. Reactants: COC1=CC=C(CN2N=CC=3C2=NC=C(C3N3CCN(CC3)C(=O)OC(C)(C)C)C3=CC=CC=C3)C=C1 (tert-butyl 4-(1-(4-methoxybenzyl)-5-phenyl-1H-pyrazolo[3,4-b]pyridin-4-yl)piperazine-1-carboxylate), C(=O)(C(F)(F)F)O (TFA), C(Cl)Cl (DCM), C(=O)(C(F)(F)F)O (TFA). RXN SMILES: COC1C=CC(C[N:8]2[C:12]3=[N:13][CH:14]=[C:15]([C:30]4[CH:35]=[CH:34][CH:33]=[CH:32][CH:31]=4)[C:16]([N:17]4[CH2:22][CH2:21][N:20](C(OC(C)(C)C)=O)[CH2:19][CH2:18]4)=[C:11]3[CH:10]=[N:9]2)=CC=1.C(O)(C(F)(F)F)=O.C(Cl)[Cl:46]>>[ClH:46].[ClH:46].[C:30]1([C:15]2[C:16]([N:17]3[CH2:18][CH2:19][NH:20][CH2:21][CH2:22]3)=[C:11]3[CH:10]=[N:9][NH:8][C:12]3=[N:13][CH:14]=2)[CH:31]=[CH:32][CH:33]=[CH:34][CH:35]=1 |f:3.4.5|. Reported procedure: A solution of tert-butyl 4-(1-(4-methoxybenzyl)-5-phenyl-1H-pyrazolo[3,4-b]pyridin-4-yl)piperazine-1-carboxylate (0.440 g, 0.881 mmol) in DCM (5 mL) was added to TFA (1 mL) and stirred at room temperature for 1 hour. The reaction was then concentrated to dryness and dried under vacuum for 1 hour. TFA (3.39 mL, 44.0 mmol) was then added, and the mixture was stirred at 65° C. for 4 hours. The reaction was then concentrated to dryness, and the resulting residue was dissolved in DCM (3 mL). HCl in e... Reactants: CN1C(NC(C1)=O)=NC(O)=O (tetrahydro-1-methyl-4-oxo-1H-imidazol-2-ylidene carbamic acid), NC1=NC=CC(=C1)C (2-amino-4-methylpyridine). Solvent: CN(C)C=O (DMF). Reaction conditions: temperature 25 celsius, time 5 hour. The product is CC1=CC(=NC=C1)NC(=O)N=C1N(CC(N1)=O)C (1-(4-Methyl-2-pyridinyl)-3-(tetrahydro-1-methyl-4-oxo-1H-imidazol-2-ylidene) urea). Yield: 12.7%. RXN SMILES: [CH3:1][N:2]1[CH2:6][C:5](=[O:7])[NH:4][C:3]1=[N:8][C:9](=[O:11])O.[NH2:12][C:13]1[CH:18]=[C:17]([CH3:19])[CH:16]=[CH:15][N:14]=1>CN(C=O)C>[CH3:19][C:17]1[CH:16]=[CH:15][N:14]=[C:13]([NH:12][C:9]([N:8]=[C:3]2[NH:4][C:5](=[O:7])[CH2:6][N:2]2[CH3:1])=[O:11])[CH:18]=1. Reported procedure: A mixture of 3.0 g (12.8 mM) of the phenyl carbamate 8 and 2.8 g (25.7 mM) of 2-amino-4-methylpyridine in 25 ml of anhydrous DMF was stirred at 25° C. for 5 hrs., filtered and the filtrate diluted with 150 ml of water. The resulting precipitate was collected and recrystallized from ethanol to give 0.6 g of the above urea as a pale yellow solid, m.p. 231°-232° C. (dec.). Starting materials: C(CC1=CC=CC=C1)N (phenethylamine), COC(C1=CC=C(C=C1)C=1N=C(C2=C(N1)SC(=C2)CC)Cl)=O (4-(4-chloro-6-ethyl-thieno-[2,3-d]-pyrimidin-2-yl)-benzoic acid methylester). Yields the product COC(C1=CC=C(C=C1)C=1N=C(C2=C(N1)SC(=C2)CC)NCCC2=CC=CC=C2)=O (4-(4-phenethylamino-6-ethyl-thieno-[2,3-d]-pyrimidin-2-yl)-benzoic acid methylester). As a reaction SMILES: [CH2:1]([NH2:9])[CH2:2][C:3]1[CH:8]=[CH:7][CH:6]=[CH:5][CH:4]=1.[CH3:10][O:11][C:12](=[O:31])[C:13]1[CH:18]=[CH:17][C:16]([C:19]2[N:20]=[C:21](Cl)[C:22]3[CH:27]=[C:26]([CH2:28][CH3:29])[S:25][C:23]=3[N:24]=2)=[CH:15][CH:14]=1>>[CH3:10][O:11][C:12](=[O:31])[C:13]1[CH:14]=[CH:15][C:16]([C:19]2[N:20]=[C:21]([NH:9][CH2:1][CH2:2][C:3]3[CH:8]=[CH:7][CH:6]=[CH:5][CH:4]=3)[C:22]3[CH:27]=[C:26]([CH2:28][CH3:29])[S:25][C:23]=3[N:24]=2)=[CH:17][CH:18]=1. Reported procedure: The reaction procedure as above wherein phenethylamine is reacted with 4-(4-chloro-6-ethyl-thieno-[2,3-d]-pyrimidin-2-yl)-benzoic acid methylester yields 4-(4-phenethylamino-6-ethyl-thieno-[2,3-d]-pyrimidin-2-yl)-benzoic acid methylester.